Dataset: the Open Reaction Database (ORD), a public repository of structured organic reaction records. Task: describe an organic reaction: reactants, conditions, products, and yield The solvent is C(C)N(CC)CC (triethylamine). Reagents/catalysts: Cl[Pd]([P](C1=CC=CC=C1)(C2=CC=CC=C2)C3=CC=CC=C3)([P](C4=CC=CC=C4)(C5=CC=CC=C5)C6=CC=CC=C6)Cl (dichlorobis(triphenylphosphine)palladium(II)), [Cu]I (copper(I)iodide). The reactants are EtOAc—hexanes, C(C1=CC=CC=C1)NC1(CC1)C1=CC=C(C=C1)Br (Benzyl-[1-(4-bromophenyl)-cyclopropyl]-amine), C(C1=CC=CC=C1)NC1(CC1)C1=CC=C(C=C1)Br (Benzyl-[1-(4-bromophenyl)-cyclopropyl]-amine), 5d, C[Si](C)(C)C#C (Trimethylsilyl acetylene). Procedure: Using General Procedure D; benzyl-[1-(4-bromophenyl)-cyclopropyl]-amine (Intermediate 124, 110.0 mg, 0.36 mmol) in triethylamine (8 mL) was treated with copper(I)iodide (10.0 mg, 0.05 mmol) and then sparged with argon for 5 minutes. Trimethylsilyl acetylene (0.70 g, 7.1 mmols) was then added followed by dichlorobis(triphenylphosphine)palladium(II) (38.0 mg, 0.05 mmol). The resulting reaction mixture was heated to 70° C. for 5d. The title compound 85 mg (74%) was isolated by chromatography (1-10%... The product is C(C1=CC=CC=C1)NC1(CC1)C1=CC=C(C=C1)C#C[Si](C)(C)C (Benzyl-[1-(4-trimethylsilanylethynyl-phenyl)-cyclopropyl]-amine). Reaction SMILES: [CH2:1]([NH:8][C:9]1([C:12]2[CH:17]=[CH:16][C:15](Br)=[CH:14][CH:13]=2)[CH2:11][CH2:10]1)[C:2]1[CH:7]=[CH:6][CH:5]=[CH:4][CH:3]=1.[CH3:19][Si:20]([C:23]#[CH:24])([CH3:22])[CH3:21]>C(N(CC)CC)C.[Cu]I.Cl[Pd](Cl)([P](C1C=CC=CC=1)(C1C=CC=CC=1)C1C=CC=CC=1)[P](C1C=CC=CC=1)(C1C=CC=CC=1)C1C=CC=CC=1>[CH2:1]([NH:8][C:9]1([C:12]2[CH:17]=[CH:16][C:15]([C:24]#[C:23][Si:20]([CH3:22])([CH3:21])[CH3:19])=[CH:14][CH:13]=2)[CH2:11][CH2:10]1)[C:2]1[CH:7]=[CH:6][CH:5]=[CH:4][CH:3]=1 |^1:36,55|. Yield: 73.9%. Starting materials: C1(=CC=CC=C1)S(=O)(=O)N1C(=CC=2C1=NC=CC2)C(CC2OCCC2)O (1-(1-benzenesulfonyl-1H-pyrrolo[2,3-b]pyridin-2-yl)-2-(tetrahydro-furan-2-yl)-ethanol), CC(=O)OI1(C=2C=CC=CC2C(=O)O1)(OC(=O)C)OC(=O)C (Dess-Martin periodinane). The solvent is ClCCl (dichloromethane). Run at temperature 25 celsius, time 1 hour. Yields the product C1(=CC=CC=C1)S(=O)(=O)N1C(=CC=2C1=NC=CC2)C(CC2OCCC2)=O (1-(1-benzenesulfonyl-1H-pyrrolo[2,3-b]pyridin-2-yl)-2-(tetrahydro-furan-2-yl)-ethanone). The yield is 56.2%. As a reaction SMILES: [C:1]1([S:7]([N:10]2[C:14]3=[N:15][CH:16]=[CH:17][CH:18]=[C:13]3[CH:12]=[C:11]2[CH:19]([OH:26])[CH2:20][CH:21]2[CH2:25][CH2:24][CH2:23][O:22]2)(=[O:9])=[O:8])[CH:6]=[CH:5][CH:4]=[CH:3][CH:2]=1.CC(OI1(OC(C)=O)(OC(C)=O)OC(=O)C2C=CC=CC1=2)=O>ClCCl>[C:1]1([S:7]([N:10]2[C:14]3=[N:15][CH:16]=[CH:17][CH:18]=[C:13]3[CH:12]=[C:11]2[C:19](=[O:26])[CH2:20][CH:21]2[CH2:25][CH2:24][CH2:23][O:22]2)(=[O:9])=[O:8])[CH:2]=[CH:3][CH:4]=[CH:5][CH:6]=1. Reported procedure: To a solution of 1-(1-benzenesulfonyl-1H-pyrrolo[2,3-b]pyridin-2-yl)-2-(tetrahydro-furan-2-yl)-ethanol (0.9 g, 2.4 mmol) in dichloromethane (100 mL) was added Dess-Martin periodinane (2.56 g, 6 mmol) at 25° C. The reaction mixture was stirred at 25° C. for 1 h and then quenched with a saturated aqueous sodium bicarbonate solution (100 mL). The mixture was extracted with dichloromethane (50 mL), washed with a saturated aqueous sodium bicarbonate solution (3×100 mL), brine, dried over anhydrous so... The reactants are 3S, ClC=1C=CC(=C(C1)C1C2(C(NC(C1)=O)C1=C(C=CC(=C1)F)C)C(NC1=CC(=CC=C12)Cl)=O)OC(C(=O)NS(=O)(=O)C)(CC)CC (4′-[5-chloro-2-(2-methanesulfonylamino-1,1-diethyl-2-oxo-ethoxy)-phenyl]-6-chloro-2′-(5-fluoro-2-methyl-phenyl)-spiro[3H-indole-3,3′-piperidine]-2,6′(1H)-dione), C(C)(=O)OC(C)=O (acetic anhydride). The reagents and catalysts are CN(C)C=1C=CN=CC1 (DMAP). Solvent: C(Cl)Cl (DCM). Run at time 2 hour. Product: C(C)(=O)N1C(C2(C(NC(CC2C2=C(C=CC(=C2)Cl)OC(C(=O)NS(=O)(=O)C)(CC)CC)=O)C2=C(C=CC(=C2)F)C)C2=CC=C(C=C12)Cl)=O (1-acetyl-6-chloro-4′-[5-chloro-2-(2-methanesulfonylamino-1,1-diethyl-2-oxo-ethoxy)-phenyl]-2′-(5-fluoro-2-methyl-phenyl)-spiro[3H-indole-3,3′-piperidine]-2,6′(1H)-dione). Yield: 78.3%. Reaction SMILES: [Cl:1][C:2]1[CH:3]=[CH:4][C:5]([O:33][C:34]([CH2:44][CH3:45])([CH2:42][CH3:43])[C:35]([NH:37][S:38]([CH3:41])(=[O:40])=[O:39])=[O:36])=[C:6]([CH:8]2[CH2:13][C:12](=[O:14])[NH:11][CH:10]([C:15]3[CH:20]=[C:19]([F:21])[CH:18]=[CH:17][C:16]=3[CH3:22])[C:9]32[C:30]2[C:25](=[CH:26][C:27]([Cl:31])=[CH:28][CH:29]=2)[NH:24][C:23]3=[O:32])[CH:7]=1.[C:46](OC(=O)C)(=[O:48])[CH3:47]>C(Cl)Cl.CN(C1C=CN=CC=1)C>[C:46]([N:24]1[C:25]2[C:30](=[CH:29][CH:28]=[C:27]([Cl:31])[CH:26]=2)[C:9]2([CH:8]([C:6]3[CH:7]=[C:2]([Cl:1])[CH:3]=[CH:4][C:5]=3[O:33][C:34]([CH2:44][CH3:45])([CH2:42][CH3:43])[C:35]([NH:37][S:38]([CH3:41])(=[O:40])=[O:39])=[O:36])[CH2:13][C:12](=[O:14])[NH:11][CH:10]2[C:15]2[CH:20]=[C:19]([F:21])[CH:18]=[CH:17][C:16]=2[CH3:22])[C:23]1=[O:32])(=[O:48])[CH3:47]. Procedure details: At room temperature, to a mixture of racemic (2′S, 3S, 4′R)-4′-[5-chloro-2-(2-methanesulfonylamino-1,1-diethyl-2-oxo-ethoxy)-phenyl]-6-chloro-2′-(5-fluoro-2-methyl-phenyl)-spiro[3H-indole-3,3′-piperidine]-2,6′(1H)-dione (540 mg, 0.8 mmol) and acetic anhydride (98 mg, 0.96 mmol) in DCM (20 mL) was added DMAP (10 mg, 0.08 mmol) slowly. After the mixture was stirred for 2 h, the solution was washed by 0.5N HCl solution twice, dried over anhydrous Na2SO4 and concentrated. The residue was purified by... The reactants are ClC1=C(C(=NC=C1Cl)N)[N+](=O)[O-] (4,5-Dichloro-3-nitro-pyridin-2-ylamine), FC(C(=O)O)(F)F.N[C@H]1[C@H]([C@@H]2C=C[C@H]1C2)C(=O)N ((1S,2S,3R,4R)-3-Amino-bicyclo[2.2.1]hept-5-ene-2-carboxylic acid amide trifluoroacetic acid salt), C(C)(C)N(C(C)C)CC (N,N-diisopropylethylamine). Solvent: C(C)(C)O (isopropanol). Run at temperature 60 celsius. The product is NC1=NC=C(C(=C1[N+](=O)[O-])N[C@H]1[C@H]([C@@H]2C=C[C@H]1C2)C(=O)N)Cl ((1S,2S,3R,4R)-3-(2-Amino-5-chloro-3-nitro-pyridin-4-ylamino)-bicyclo[2.2.1]hept-5-ene-2-carboxylic acid amide). Isolated yield 94.9%. Reaction SMILES: Cl[C:2]1[C:7]([Cl:8])=[CH:6][N:5]=[C:4]([NH2:9])[C:3]=1[N+:10]([O-:12])=[O:11].FC(F)(F)C(O)=O.[NH2:20][C@@H:21]1[C@@H:26]2[CH2:27][C@@H:23]([CH:24]=[CH:25]2)[C@@H:22]1[C:28]([NH2:30])=[O:29].C(N(CC)C(C)C)(C)C>C(O)(C)C>[NH2:9][C:4]1[C:3]([N+:10]([O-:12])=[O:11])=[C:2]([NH:20][C@@H:21]2[C@@H:26]3[CH2:27][C@@H:23]([CH:24]=[CH:25]3)[C@@H:22]2[C:28]([NH2:30])=[O:29])[C:7]([Cl:8])=[CH:6][N:5]=1 |f:1.2|. Procedure details: 4,5-Dichloro-3-nitro-pyridin-2-ylamine (1.01 g, 4.86 mmol) and (1S,2S,3R,4R)-3-Amino-bicyclo[2.2.1]hept-5-ene-2-carboxylic acid amide trifluoroacetic acid salt (1.5 g, 5.5 mmol) were combined with N,N-diisopropylethylamine (3.3 g, 26 mmol) in isopropanol (15 mL) and heated at 60° C. overnight. The reaction was permitted to cool to room temperature and the orange solid which had formed was isolated by filtration. The solid was washed with 3 mL cold isopropanol and was dried in an air stream to af... The reactants are [H-].[Na+] (NaH), FC1=C(C=CC(=C1F)C)O (2,3-difluoro-4-methyl phenol), ClC(=O)OC (methyl chloroformate). The solvent is C1CCOC1 (THF). Run at time 3 hour. Product: COC(OC1=C(C(=C(C=C1)C)F)F)=O (carbonic acid 2,3-difluoro-4-methyl-phenyl ester methyl ester). The yield is 83.2%. As a reaction SMILES: [F:1][C:2]1[C:7]([F:8])=[C:6]([CH3:9])[CH:5]=[CH:4][C:3]=1[OH:10].[H-].[Na+].Cl[C:14]([O:16][CH3:17])=[O:15]>C1COCC1>[CH3:17][O:16][C:14](=[O:15])[O:10][C:3]1[CH:4]=[CH:5][C:6]([CH3:9])=[C:7]([F:8])[C:2]=1[F:1] |f:1.2|. Reported procedure: A solution of 2,3-difluoro-4-methyl phenol (3.3 g, 22.89 mmol) in THF (30 ml) was cooled to 0° C. in an ice bath, and 60% NaH (0.916 g, 22.9 mmol) was added. When the gas evolution ceased, methyl chloroformate (1.76 ml, 22.9 mmol) was added. The ice-bath was removed and the mixture was stirred at room temperature for three hours. Water was added and the mixture was extracted with EtOAc. The combined extracts were washed with water and brine, dried over MgSO4, filtered and concentrated to dryness... Starting materials: CCOCCn1cccc1C(O)(c1ccc(N(C)S(=O)(=O)c2ccccc2)cc1)C(F)(F)F, CC[SiH](CC)CC, ClCCl. The product is CCOCCn1cccc1C(c1ccc(N(C)S(=O)(=O)c2ccccc2)cc1)C(F)(F)F. As a reaction SMILES: [CH2:1]([CH3:2])[O:3][CH2:4][CH2:5][n:6]1[c:7]([C:11]([C:12]([F:13])([F:14])[F:15])([OH:16])[c:17]2[cH:18][cH:19][c:20]([N:23]([S:24](=[O:25])(=[O:26])[c:27]3[cH:28][cH:29][cH:30][cH:31][cH:32]3)[CH3:33])[cH:21][cH:22]2)[cH:8][cH:9][cH:10]1.[CH2:34]([SiH:35]([CH2:36][CH3:37])[CH2:38][CH3:39])[CH3:40].[Cl:41][CH2:42][Cl:43]>>[CH2:1]([CH3:2])[O:3][CH2:4][CH2:5][n:6]1[c:7]([CH:11]([C:12]([F:13])([F:14])[F:15])[c:17]2[cH:18][cH:19][c:20]([N:23]([S:24](=[O:25])(=[O:26])[c:27]3[cH:28][cH:29][cH:30][cH:31][cH:32]3)[CH3:33])[cH:21][cH:22]2)[cH:8][cH:9][cH:10]1. Starting materials: SC=1C=C(C(=O)O)C=C(C1)Cl (3-mercapto-5-chlorobenzoic acid), CI (methyl iodide), [OH-].[K+] (potassium hydroxide). Run in CO (methanol). Yields the product CSC=1C=C(C(=O)O)C=C(C1)Cl (3-Methylthio-5-chlorobenzoic Acid). Isolated yield 70.0%. RXN SMILES: [SH:1][C:2]1[CH:3]=[C:4]([CH:8]=[C:9]([Cl:11])[CH:10]=1)[C:5]([OH:7])=[O:6].[CH3:12]I.[OH-].[K+]>CO>[CH3:12][S:1][C:2]1[CH:3]=[C:4]([CH:8]=[C:9]([Cl:11])[CH:10]=1)[C:5]([OH:7])=[O:6] |f:2.3|. Reported procedure: In a manner similar to procedure of Example 14, 3-mercapto-5-chlorobenzoic acid is contacted with methyl iodide in methanol containing potassium hydroxide as the base to yield the desired product in 70% yield, m.p. 148°-150° C.